This data is from the Open Reaction Database (ORD), a public repository of structured organic reaction records. The task is: describe an organic reaction: reactants, conditions, products, and yield Reactants: OC(=O)C(F)(F)F.C(C1=CC=CC=C1)N1C(C2=NC(=C(N=C2CC1)N1CCC(CC1)OC1=C(C=C(C=C1)F)F)Cl)C (6-benzyl-3-chloro-2-(4-(2,4-difluorophenoxyl)piperidin-1-yl)-5-methyl-5,6,7,8-tetrahydropyrido[3,4-b]pyrazine TFA salt), C(C)(C)N (isopropylamine), CC(C)([O-])C.[Na+] (sodium tert-butoxide). The reagents and catalysts are C=1C=CC(=CC1)/C=C/C(=O)/C=C/C2=CC=CC=C2.C=1C=CC(=CC1)/C=C/C(=O)/C=C/C2=CC=CC=C2.C=1C=CC(=CC1)/C=C/C(=O)/C=C/C2=CC=CC=C2.[Pd].[Pd] (Pd2(dba)3), C=1C=CC(=CC1)P(C=2C=CC=CC2)C3=CC=C4C=CC=CC4=C3C5=C6C=CC=CC6=CC=C5P(C=7C=CC=CC7)C=8C=CC=CC8 (BINAP). Solvent: C1(=CC=CC=C1)C (toluene). Yields the product C(C1=CC=CC=C1)N1C(C2=NC(=C(N=C2CC1)N1CCC(CC1)OC1=C(C=C(C=C1)F)F)NC(C)C)C (6-benzyl-2-(4-(2,4-difluorophenoxyl)piperidin-1-yl)-N-isopropyl-5-methyl-5,6,7,8-tetrahydropyrido[3,4-b]pyrazin-3-amine), C(=O)(C(F)(F)F)O (TFA). The yield is 328.6%. RXN SMILES: [OH:1][C:2]([C:4]([F:7])([F:6])[F:5])=[O:3].[CH2:8]([N:15]1[CH2:24][CH2:23][C:22]2[C:17](=[N:18][C:19](Cl)=[C:20]([N:25]3[CH2:30][CH2:29][CH:28]([O:31][C:32]4[CH:37]=[CH:36][C:35]([F:38])=[CH:34][C:33]=4[F:39])[CH2:27][CH2:26]3)[N:21]=2)[CH:16]1[CH3:41])[C:9]1[CH:14]=[CH:13][CH:12]=[CH:11][CH:10]=1.[CH:42]([NH2:45])([CH3:44])[CH3:43].CC(C)([O-])C.[Na+]>C1(C)C=CC=CC=1.C1C=CC(/C=C/C(/C=C/C2C=CC=CC=2)=O)=CC=1.C1C=CC(/C=C/C(/C=C/C2C=CC=CC=2)=O)=CC=1.C1C=CC(/C=C/C(/C=C/C2C=CC=CC=2)=O)=CC=1.[Pd].[Pd].C1C=CC(P(C2C(C3C(P(C4C=CC=CC=4)C4C=CC=CC=4)=CC=C4C=3C=CC=C4)=C3C(C=CC=C3)=CC=2)C2C=CC=CC=2)=CC=1>[CH2:8]([N:15]1[CH2:24][CH2:23][C:22]2[C:17](=[N:18][C:19]([NH:45][CH:42]([CH3:44])[CH3:43])=[C:20]([N:25]3[CH2:30][CH2:29][CH:28]([O:31][C:32]4[CH:37]=[CH:36][C:35]([F:38])=[CH:34][C:33]=4[F:39])[CH2:27][CH2:26]3)[N:21]=2)[CH:16]1[CH3:41])[C:9]1[CH:14]=[CH:13][CH:12]=[CH:11][CH:10]=1.[C:2]([OH:3])([C:4]([F:7])([F:6])[F:5])=[O:1] |f:0.1,3.4,6.7.8.9.10|. Reported procedure: Combined 6-benzyl-3-chloro-2-(4-(2,4-difluorophenoxyl)piperidin-1-yl)-5-methyl-5,6,7,8-tetrahydropyrido[3,4-b]pyrazine TFA salt (280 mg, 0.467 mmol), isopropylamine (200 μL, 2.337 mmol), Pd2(dba)3 (42.8 mg, 0.047 mmol), BINAP (58.2 mg, 0.093 mmol), and sodium tert-butoxide (112 mg, 1.169 mmol) in toluene (2.34 mL) and heated at 100° C. for 30 min under microwave conditions. The reaction mixture was cooled, concentrated in vacuo, and purified by HPLC Method A to give 6-benzyl-2-(4-(2,4-difluoroph... Starting materials: ClC1=NC=CC(=N1)C1=C(N=C2N1C=CC=C2)C=2C=CC(=C(C(=O)NC1=C(C=CC=C1F)F)C2)OC (5-[3-(2-chloro-4-pyrimidinyl)imidazo[1,2-a]pyridin-2-yl]-N-(2,6-difluorophenyl)-2-(methyloxy)benzamide), C(C)I (ethyl iodide). Product: ClC1=NC=CC(=N1)C1=C(N=C2N1C=CC=C2)C=2C=CC(=C(C(=O)NC1=C(C=CC=C1F)F)C2)OCC (5-[3-(2-chloro-4-pyrimidinyl)imidazo[1,2-a]pyridin-2-yl]-N-(2,6-difluorophenyl)-2-(ethyloxy)benzamide). RXN SMILES: [Cl:1][C:2]1[N:7]=[C:6]([C:8]2[N:12]3[CH:13]=[CH:14][CH:15]=[CH:16][C:11]3=[N:10][C:9]=2[C:17]2[CH:18]=[CH:19][C:20]([O:34][CH3:35])=[C:21]([CH:33]=2)[C:22]([NH:24][C:25]2[C:30]([F:31])=[CH:29][CH:28]=[CH:27][C:26]=2[F:32])=[O:23])[CH:5]=[CH:4][N:3]=1.[CH2:36](I)C>>[Cl:1][C:2]1[N:7]=[C:6]([C:8]2[N:12]3[CH:13]=[CH:14][CH:15]=[CH:16][C:11]3=[N:10][C:9]=2[C:17]2[CH:18]=[CH:19][C:20]([O:34][CH2:35][CH3:36])=[C:21]([CH:33]=2)[C:22]([NH:24][C:25]2[C:30]([F:31])=[CH:29][CH:28]=[CH:27][C:26]=2[F:32])=[O:23])[CH:5]=[CH:4][N:3]=1. Reported procedure: The title compound was prepared in an analogous manner to that described for 5-[3-(2-chloro-4-pyrimidinyl)imidazo[1,2-a]pyridin-2-yl]-N-(2,6-difluorophenyl)-2-(methyloxy)benzamide (Intermediate Example 2) with the following notable exception: ethyl iodide was used instead of methyl iodide in the procedure outlined in step B. MS (M+H, ES+) 506.